From a dataset of the Open Reaction Database (ORD), a public repository of structured organic reaction records. describe an organic reaction: reactants, conditions, products, and yield Starting materials: 18.2, FC1=CC=C(C=C1)CN1C2=NC=NC=C2N=C1NC1CCN(CC1)CC#N (4-[[9-[(4-fluorophenyl)methyl]-9H-purin-8-yl]amino]-1-piperidineacetonitrile), N (ammonia), [H][H] (hydrogen). Reagents/catalysts: [Ni] (Raney-nickel). Solvent: CO (methanol). Product: 16, NCCN1CCC(CC1)NC=1N(C2=NC=NC=C2N1)CC1=CC=C(C=C1)F (N-[1-(2-aminoethyl)-4-piperidinyl]-9-[(4-fluorophenyl)methyl]-9H-purin-8-amine). The yield is 87.5%. Reaction SMILES: [F:1][C:2]1[CH:7]=[CH:6][C:5]([CH2:8][N:9]2[C:17]([NH:18][CH:19]3[CH2:24][CH2:23][N:22]([CH2:25][C:26]#[N:27])[CH2:21][CH2:20]3)=[N:16][C:15]3[C:10]2=[N:11][CH:12]=[N:13][CH:14]=3)=[CH:4][CH:3]=1.N.[H][H]>[Ni].CO>[NH2:27][CH2:26][CH2:25][N:22]1[CH2:21][CH2:20][CH:19]([NH:18][C:17]2[N:9]([CH2:8][C:5]3[CH:4]=[CH:3][C:2]([F:1])=[CH:7][CH:6]=3)[C:10]3[C:15]([N:16]=2)=[CH:14][N:13]=[CH:12][N:11]=3)[CH2:24][CH2:23]1. Procedure details: A mixture of 18.2 parts of 4-[[9-[(4-fluorophenyl)methyl]-9H-purin-8-yl]amino]-1-piperidineacetonitrile and 240 parts of methanol saturated with ammonia was hydrogenated at normal pressure and at a temperature below 20° C. with 3 parts of Raney-nickel catalyst. After the calculated amount of hydrogen was taken up, the catalyst was filtered off and the filtrate was evaporated. The residue was crystallized from acetonitrile. The product was filtered off and dried, yielding 16 parts (87.5%) of N-[1... The product is O=C(NCCBr)OCc1ccccc1. The reactants are NCCBr, NCCBr, Br, Br, C1COCCO1, O=C(Cl)OCc1ccccc1, [Na+], C1COCCO1, [OH-], O. As a reaction SMILES: [Br:19][CH2:20][CH2:21][NH2:22].[Br:24][CH2:25][CH2:26][NH2:27].[BrH:18].[BrH:23].[CH2:29]1[O:30][CH2:31][CH2:32][O:33][CH2:34]1.[Cl:1][C:2](=[O:3])[O:4][CH2:5][c:6]1[cH:7][cH:8][cH:9][cH:10][cH:11]1.[Na+:36].[O:12]1[CH2:13][CH2:14][O:15][CH2:16][CH2:17]1.[OH-:35].[OH2:28]>>[C:2](=[O:3])([O:4][CH2:5][c:6]1[cH:7][cH:8][cH:9][cH:10][cH:11]1)[NH:22][CH2:21][CH2:20][Br:19]. Reactants: C1(=CC=CC=C1)C(CCCCCC)C1=CC=CC=C1 (1,1-diphenyl heptane), [N+](=O)([O-])C1=CC=C(C(=O)Cl)C=C1 (paranitrobenzoyl chloride). The reagents and catalysts are [Fe](Cl)Cl (iron chloride). Run in ice water, ClCCCl (1,2-dichloroethane), ClCCCl (1,2-dichloroethane). Conditions: time 40 minute. Yields the product [N+](=O)([O-])C1=CC=C(C(=O)C2=CC=C(C=C2)C(CCCCCC)C2=CC=C(C=C2)C(C2=CC=C(C=C2)[N+](=O)[O-])=O)C=C1 (1,1-bis(4-(4-nitrobenzoyl)phenyl)heptane). Isolated yield 73.3%. RXN SMILES: [N+:1]([C:4]1[CH:12]=[CH:11][C:7]([C:8](Cl)=[O:9])=[CH:6][CH:5]=1)([O-:3])=[O:2].[C:13]1([CH:19]([C:26]2[CH:31]=[CH:30][CH:29]=[CH:28][CH:27]=2)[CH2:20][CH2:21][CH2:22][CH2:23][CH2:24][CH3:25])[CH:18]=[CH:17][CH:16]=[CH:15][CH:14]=1>ClCCCl.[Fe](Cl)Cl>[N+:1]([C:4]1[CH:12]=[CH:11][C:7]([C:8]([C:16]2[CH:17]=[CH:18][C:13]([CH:19]([C:26]3[CH:27]=[CH:28][C:29]([C:8](=[O:9])[C:7]4[CH:6]=[CH:5][C:4]([N+:1]([O-:3])=[O:2])=[CH:12][CH:11]=4)=[CH:30][CH:31]=3)[CH2:20][CH2:21][CH2:22][CH2:23][CH2:24][CH3:25])=[CH:14][CH:15]=2)=[O:9])=[CH:6][CH:5]=1)([O-:3])=[O:2]. Procedure: In a 200-milliliter three-necked flask equipped with a stirring device, a thermometer and a nitrogen substituting device, 17.4 g of iron chloride, 16.7 g of paranitrobenzoyl chloride and 40 milliliters of 1,2-dichloroethane were introduced. Then, a solution of 9.0 g of 1,1-diphenyl heptane in 10 milliliters of 1,2-dichloroethane was added dropwise for 15 minutes with an ice bath. Thereafter, the solution was stirred for 3 hours and 40 minutes with heating to a reflux temperature. After the end o... Reactants: C(C)(C)(C)OC(N[C@@H](C)C1=NC2=C(N1C1=CC=CC=C1)C(=C(C=C2)F)OC)=O ([(S)-1-(6-Fluoro-7-methoxy-1-phenyl-1H-benzoimidazol-2-yl)ethyl]carbamic acid tert-butyl ester), Cl (hydrochloric acid). Run in CO (methanol), O1CCOCC1 (dioxane). Yields the product Cl.Cl.FC=1C=CC2=C(N(C(=N2)[C@H](C)N)C2=CC=CC=C2)C1OC ((S)-1-(6-Fluoro-7-methoxy-1-phenyl-1H-benzoimidazol-2-yl)ethylamine dihydrochloride). Isolated yield 100.0%. As a reaction SMILES: C(OC(=O)[NH:7][C@H:8]([C:10]1[N:14]([C:15]2[CH:20]=[CH:19][CH:18]=[CH:17][CH:16]=2)[C:13]2[C:21]([O:26][CH3:27])=[C:22]([F:25])[CH:23]=[CH:24][C:12]=2[N:11]=1)[CH3:9])(C)(C)C.[ClH:29]>CO.O1CCOCC1>[ClH:29].[ClH:29].[F:25][C:22]1[CH:23]=[CH:24][C:12]2[N:11]=[C:10]([C@@H:8]([NH2:7])[CH3:9])[N:14]([C:15]3[CH:20]=[CH:19][CH:18]=[CH:17][CH:16]=3)[C:13]=2[C:21]=1[O:26][CH3:27] |f:4.5.6|. Reported procedure: [(S)-1-(6-Fluoro-7-methoxy-1-phenyl-1H-benzoimidazol-2-yl)ethyl]carbamic acid tert-butyl ester (349 mg, 0.91 mmol) was dissolved in methanol (1 mL) and hydrochloric acid in dioxane (3 mL, 4M) and the reaction stirred at RT for 1 hour. The reaction mixture was concentrated in vacuo to yield the title compound as an off-white solid (321 mg, 100%). LCMS (Method C): RT=2.02 min, [M+H]+=286.